Dataset: the Open Reaction Database (ORD), a public repository of structured organic reaction records. Task: describe an organic reaction: reactants, conditions, products, and yield Reactants: CC(=O)OC(C)=O, O=CO, COC(=O)c1nsc(N)n1. Yields the product COC(=O)c1nsc(NC=O)n1. RXN SMILES: [CH3:1][C:2](=[O:3])[O:4][C:5](=[O:6])[CH3:7].[CH:18]([OH:19])=[O:20].[NH2:8][c:9]1[n:10][c:11]([C:14](=[O:15])[O:16][CH3:17])[n:12][s:13]1>>[CH:2](=[O:3])[NH:8][c:9]1[n:10][c:11]([C:14](=[O:15])[O:16][CH3:17])[n:12][s:13]1. Product: Cn1c(Nc2c(F)cccc2Cl)nc2cc(C(=O)Nc3ccc(C(F)(F)F)cn3)c3c(c21)CC(C)(C)O3. The reactants are C[Al](C)C, Cc1ccccc1, COC(=O)c1cc2nc(Nc3c(F)cccc3Cl)n(C)c2c2c1OC(C)(C)C2, Nc1ccc(C(F)(F)F)cn1. RXN SMILES: [CH3:40][Al:41]([CH3:42])[CH3:43].[CH3:44][c:45]1[cH:46][cH:47][cH:48][cH:49][cH:50]1.[Cl:1][c:2]1[c:3]([NH:9][c:10]2[n:11][c:12]3[c:13]([n:14]2[CH3:15])[c:16]2[c:20]([c:21]([C:23](=[O:24])[O:25][CH3:26])[cH:22]3)[O:19][C:18]([CH3:27])([CH3:28])[CH2:17]2)[c:4]([F:8])[cH:5][cH:6][cH:7]1.[F:29][C:30]([c:31]1[cH:32][cH:33][c:34]([NH2:37])[n:35][cH:36]1)([F:38])[F:39]>>[Cl:1][c:2]1[c:3]([NH:9][c:10]2[n:11][c:12]3[c:13]([n:14]2[CH3:15])[c:16]2[c:20]([c:21]([C:23](=[O:24])[NH:37][c:34]4[cH:33][cH:32][c:31]([C:30]([F:29])([F:38])[F:39])[cH:36][n:35]4)[cH:22]3)[O:19][C:18]([CH3:27])([CH3:28])[CH2:17]2)[c:4]([F:8])[cH:5][cH:6][cH:7]1. Reactants: [OH-].[Na+] (NaOH), Cl (HCl), ice water, CC(C(=O)C=1C(=NN2C1C=CC=C2)C2=CC=CC=C2)C (2-methyl-1-(2-phenylpyrazolo[1,5-a]pyridin-3-yl)propan-1-one), Cl.NO (hydroxylamine hydrochloride). Solvent: O (water), CCO (EtOH). The product is CC(C(=NO)C=1C(=NN2C1C=CC=C2)C2=CC=CC=C2)C (2-methyl-1-(2-phenylpyrazolo[1,5-a]pyridin-3-yl)propan-1-one oxime). The yield is 28.3%. As a reaction SMILES: [CH3:1][CH:2]([CH3:20])[C:3]([C:5]1[C:6]([C:14]2[CH:19]=[CH:18][CH:17]=[CH:16][CH:15]=2)=[N:7][N:8]2[CH:13]=[CH:12][CH:11]=[CH:10][C:9]=12)=O.Cl.[NH2:22][OH:23].[OH-].[Na+].Cl>CCO.O>[CH3:1][CH:2]([CH3:20])[C:3]([C:5]1[C:6]([C:14]2[CH:19]=[CH:18][CH:17]=[CH:16][CH:15]=2)=[N:7][N:8]2[CH:13]=[CH:12][CH:11]=[CH:10][C:9]=12)=[N:22][OH:23] |f:1.2,3.4|. Reported procedure: To a solution of 5.32 g (20 mmol) of 2-methyl-1-(2-phenylpyrazolo[1,5-a]pyridin-3-yl)propan-1-one in 32 ml of anhydrous EtOH was added 3 g of hydroxylamine hydrochloride, followed by dropwise addition of a solution of 4.0 g NaOH in 12 ml water. The mixture was stirred and refluxed over night. After cooling, the solution was poured into a solution of 11 ml of 6N HCl and 200 ml ice water with stirring for 30 minutes. The mixture was extracted with ethyl acetate three times. The organic phase was w...